Task: describe an organic reaction: reactants, conditions, products, and yield. Dataset: the Open Reaction Database (ORD), a public repository of structured organic reaction records Starting materials: FC1=C(OC2=C3C(=NC=C2)C=C(S3)C3=CC=C(C=N3)CN3C(CCC3)=O)C=CC(=C1)[N+](=O)[O-] (1-((6-(7-(2-fluoro-4-nitrophenoxy)thieno[3,2-b]pyridin-2-yl)pyridin-3-yl)methyl)-pyrrolidin-2-one), [Cl-].[NH4+] (ammonium chloride). Reagents/catalysts: [Fe] (iron). The solvent is CO (MeOH), O (water). Product: NC1=CC(=C(OC2=C3C(=NC=C2)C=C(S3)C3=CC=C(C=N3)CN3C(CCC3)=O)C=C1)F (1-((6-(7-(4-amino-2-fluorophenoxy)thieno[3,2-b]pyridin-2-yl)pyridin-3-yl)methyl)pyrrolidin-2-one). Yield: 86.1%. Reaction SMILES: [F:1][C:2]1[CH:30]=[C:29]([N+:31]([O-])=O)[CH:28]=[CH:27][C:3]=1[O:4][C:5]1[CH:10]=[CH:9][N:8]=[C:7]2[CH:11]=[C:12]([C:14]3[N:19]=[CH:18][C:17]([CH2:20][N:21]4[CH2:25][CH2:24][CH2:23][C:22]4=[O:26])=[CH:16][CH:15]=3)[S:13][C:6]=12.[Cl-].[NH4+]>CO.O.[Fe]>[NH2:31][C:29]1[CH:28]=[CH:27][C:3]([O:4][C:5]2[CH:10]=[CH:9][N:8]=[C:7]3[CH:11]=[C:12]([C:14]4[N:19]=[CH:18][C:17]([CH2:20][N:21]5[CH2:25][CH2:24][CH2:23][C:22]5=[O:26])=[CH:16][CH:15]=4)[S:13][C:6]=23)=[C:2]([F:1])[CH:30]=1 |f:1.2|. Procedure details: A suspension of 103 (270 mg, 0.581 mmol), iron (649 mg, 11.63 mmol), and ammonium chloride (187 mg, 3.49 mmol) in MeOH (10 mL) and water (1 mL), was heated to reflux for 3 h, then cooled to RT. The mixture was then filtered through celite and the cake was rinsed with methanol. The mother liquor was concentrated, and partitioned between a saturated aqueous solution of NaHCO3 and ethyl acetate. The aqueous phase was extracted 3 times with DCM. The combined organic phase was dried over anhydrous so... The reactants are CCOC(C)=O, O=C(C=Cc1ccccc1)C=Cc1ccccc1, O=C(C=Cc1ccccc1)C=Cc1ccccc1, CCN(C(C)C)C(C)C, O=C(C=Cc1ccccc1)C=Cc1ccccc1, Fc1cccc(S)c1, OC1CN(CC2CCCc3cc(I)ccc32)C1, C1COCCO1, [Pd], [Pd], CC1(C)c2cccc(P(c3ccccc3)c3ccccc3)c2Oc2c(P(c3ccccc3)c3ccccc3)cccc21. Product: OC1CN(CC2CCCc3cc(Sc4cccc(F)c4)ccc32)C1. As a reaction SMILES: [CH3:83][CH2:84][O:85][C:86]([CH3:87])=[O:88].[CH:109](=[CH:110][C:111]([CH:112]=[CH:113][c:114]1[cH:115][cH:116][cH:117][cH:118][cH:119]1)=[O:120])[c:121]1[cH:122][cH:123][cH:124][cH:125][cH:126]1.[CH:127](=[CH:128][C:129]([CH:130]=[CH:131][c:132]1[cH:133][cH:134][cH:135][cH:136][cH:137]1)=[O:138])[c:139]1[cH:140][cH:141][cH:142][cH:143][cH:144]1.[CH:60]([N:61]([CH:62]([CH3:63])[CH3:64])[CH2:65][CH3:66])([CH3:67])[CH3:68].[CH:91](=[CH:92][C:93]([CH:94]=[CH:95][c:96]1[cH:97][cH:98][cH:99][cH:100][cH:101]1)=[O:102])[c:103]1[cH:104][cH:105][cH:106][cH:107][cH:108]1.[F:69][c:70]1[cH:71][c:72]([SH:76])[cH:73][cH:74][cH:75]1.[I:1][c:2]1[cH:3][c:4]2[c:9]([cH:10][cH:11]1)[CH:8]([CH2:12][N:13]1[CH2:14][CH:15]([OH:17])[CH2:16]1)[CH2:7][CH2:6][CH2:5]2.[O:77]1[CH2:78][CH2:79][O:80][CH2:81][CH2:82]1.[Pd:89].[Pd:90].[c:18]1([P:19]([c:20]2[cH:21][cH:22][cH:23][cH:24][cH:25]2)[c:26]2[c:27]3[c:51]([cH:52][cH:53][cH:54]2)[C:48]([CH3:49])([CH3:50])[c:30]2[c:29]([c:34]([P:35]([c:36]4[cH:37][cH:38][cH:39][cH:40][cH:41]4)[c:42]4[cH:43][cH:44][cH:45][cH:46][cH:47]4)[cH:33][cH:32][cH:31]2)[O:28]3)[cH:55][cH:56][cH:57][cH:58][cH:59]1>>[c:2]1([S:76][c:72]2[cH:71][c:70]([F:69])[cH:75][cH:74][cH:73]2)[cH:3][c:4]2[c:9]([cH:10][cH:11]1)[CH:8]([CH2:12][N:13]1[CH2:14][CH:15]([OH:17])[CH2:16]1)[CH2:7][CH2:6][CH2:5]2. Run in O (water), C(C)(=O)O (acetic acid), O (water), O (Water). Procedure: A solution of potassium cyanate (0.54 g, 6.66 mmol) in water (3 ml) was added cautiously to a solu tion of 2-propionyl-3-hydroxy-5-(3-amino-2,4,6-trimethylphenyl)cyclohex-2-en-1-one (1.0 g, 3.32 mmol) in acetic acid (9 ml) and water (3.2 ml). Stirring was continued for 1 hr then allowed to stand for 15 hr. Water and ethyl acetate were added. The organic layer was washed with water, dried over anhydrous magnesium sulfate and evaporated under reduced pressure to yield 2-propionyl-3-hydroxy-5-(3-ur... Starting materials: [O-]C#N.[K+] (potassium cyanate), C(CC)(=O)C=1C(CC(CC1O)C1=C(C(=C(C=C1C)C)N)C)=O (2-propionyl-3-hydroxy-5-(3-amino-2,4,6-trimethylphenyl)cyclohex-2-en-1-one), C(C)(=O)OCC (ethyl acetate). The product is C(CC)(=O)C=1C(CC(CC1O)C1=C(C(=C(C=C1C)C)NC(=O)N)C)=O (2-propionyl-3-hydroxy-5-(3-ureido-2,4,6-trimethylphenyl)cyclohex-2-en-1-one), solid. Yield: 84.0%. Run at time 1 hour. RXN SMILES: [O-:1][C:2]#[N:3].[K+].[C:5]([C:9]1[C:10](=[O:26])[CH2:11][CH:12]([C:16]2[C:21]([CH3:22])=[CH:20][C:19]([CH3:23])=[C:18]([NH2:24])[C:17]=2[CH3:25])[CH2:13][C:14]=1[OH:15])(=[O:8])[CH2:6][CH3:7].C(OCC)(=O)C>O.C(O)(=O)C>[C:5]([C:9]1[C:10](=[O:26])[CH2:11][CH:12]([C:16]2[C:21]([CH3:22])=[CH:20][C:19]([CH3:23])=[C:18]([NH:24][C:2]([NH2:3])=[O:1])[C:17]=2[CH3:25])[CH2:13][C:14]=1[OH:15])(=[O:8])[CH2:6][CH3:7] |f:0.1|. Reactants: O=C([O-])[O-], CN(C)C=O, N#Cc1cccnc1Cl, [Cs+], [Cs+], O, Oc1cccc(Cl)c1. The product is N#Cc1cccnc1Oc1cccc(Cl)c1. As a reaction SMILES: [C:10](=[O:11])([O-:12])[O-:13].[CH3:25][N:26]([CH3:27])[CH:28]=[O:29].[Cl:1][c:2]1[c:3]([C:4]#[N:5])[cH:6][cH:7][cH:8][n:9]1.[Cs+:14].[Cs+:15].[OH2:24].[OH:16][c:17]1[cH:18][cH:19][cH:20][c:21]([Cl:22])[cH:23]1>>[c:2]1([O:16][c:17]2[cH:18][cH:19][cH:20][c:21]([Cl:22])[cH:23]2)[c:3]([C:4]#[N:5])[cH:6][cH:7][cH:8][n:9]1. Reactants: crude product, NC1=C(C=C(C=C1O)Cl)C(C(F)(F)F)=O (2′-amino-5′-chloro-3′-hydroxy-2,2,2-trifluoroacetophenone), N1C=NC=C1 (imidazole), FC(S(=O)(=O)O[Si](C)(C)C(C)(C)C)(F)F (t-butyldimethylsilyl trifluoromethanesulfonate), plug. Solvent: ether-hexanes, CN(C)C=O (DMF). Conditions: temperature 0 celsius, time 5 hour. Product: NC1=C(C=C(C=C1O[Si](C)(C)C(C)(C)C)Cl)C(C(F)(F)F)=O (2′-Amino-5′-chloro-3′-(t-butyldimethylsilyloxy)-2,2,2-trifluoroacetophenone). RXN SMILES: [NH2:1][C:2]1[C:7]([OH:8])=[CH:6][C:5]([Cl:9])=[CH:4][C:3]=1[C:10](=[O:15])[C:11]([F:14])([F:13])[F:12].N1C=CN=C1.FC(F)(F)S(O[Si:27]([C:30]([CH3:33])([CH3:32])[CH3:31])([CH3:29])[CH3:28])(=O)=O>CN(C=O)C>[NH2:1][C:2]1[C:7]([O:8][Si:27]([C:30]([CH3:33])([CH3:32])[CH3:31])([CH3:29])[CH3:28])=[CH:6][C:5]([Cl:9])=[CH:4][C:3]=1[C:10](=[O:15])[C:11]([F:14])([F:12])[F:13]. Reported procedure: To a stirred, cooled (0° C.) solution of 29.3 g (122 mmol) of 2′-amino-5′-chloro-3′-hydroxy-2,2,2-trifluoroacetophenone in 280 mL of DMF was added 23.8 g (350 mmol) of imidazole followed by 66 g (250 mmol) of t-butyldimethylsilyl trifluoromethanesulfonate over 10 min. The reaction was stirred 5 h at 0° C. and diluted with 800 mL of 1:1 ether-hexanes. The solution was washed twice with water and once with brine, dried (MgSO4) and concentrated under reduced pressure to give a dark oil. The crude p... Reactants: C1CCNCC1, CC(Cl)Cl, [Na+], [OH-], O=Cc1ccc2cc(OCCCCc3ccccc3)ccc2c1. Product: c1ccc(CCCCOc2ccc3cc(CN4CCCCC4)ccc3c2)cc1. Reaction SMILES: [CH2:1]1[CH2:2][CH2:3][NH:4][CH2:5][CH2:6]1.[Cl:32][CH:33]([Cl:34])[CH3:35].[Na+:8].[OH-:7].[c:9]1([CH2:15][CH2:16][CH2:17][CH2:18][O:19][c:20]2[cH:21][c:22]3[cH:23][cH:24][c:25]([CH:30]=[O:31])[cH:26][c:27]3[cH:28][cH:29]2)[cH:10][cH:11][cH:12][cH:13][cH:14]1>>[CH2:1]1[CH2:2][CH2:3][N:4]([CH2:30][c:25]2[cH:24][cH:23][c:22]3[cH:21][c:20]([O:19][CH2:18][CH2:17][CH2:16][CH2:15][c:9]4[cH:10][cH:11][cH:12][cH:13][cH:14]4)[cH:29][cH:28][c:27]3[cH:26]2)[CH2:5][CH2:6]1.